Dataset: the Open Reaction Database (ORD), a public repository of structured organic reaction records. Task: describe an organic reaction: reactants, conditions, products, and yield Reactants: O, O=S(=O)(O)O, NC(=O)C(O)C(N)c1ccccc1. Yields the product NC(c1ccccc1)C(O)C(=O)O. As a reaction SMILES: [OH2:19].[S:14]([OH:15])(=[O:16])(=[O:17])[OH:18].[c:1]1([CH:7]([NH2:8])[CH:9]([OH:10])[C:11](=[O:12])[NH2:13])[cH:2][cH:3][cH:4][cH:5][cH:6]1>>[c:1]1([CH:7]([NH2:8])[CH:9]([OH:10])[C:11]([OH:12])=[O:15])[cH:2][cH:3][cH:4][cH:5][cH:6]1. The reactants are C(C)(C)(C)P(C(C)(C)C)CC1=CC(=CC=C1)CP(C(C)(C)C)C(C)(C)C (1,3-bis((ditertiarybutylphosphino)methyl)benzene), O.[Ru](Cl)(Cl)Cl (ruthenium(III)chloride hydrate), C(C)O (ethanol). Product: C(C)(C)(C)P(C(C)(C)C)CC1(CC(=CC=C1)CP(C(C)(C)C)C(C)(C)C)C(=O)[Ru]Cl (1,3-bis((ditertiarybutylphosphino)methyl)benzene(carbonyl)chlororuthenium(II)). RXN SMILES: [C:1]([P:5]([CH2:10][C:11]1[CH:16]=[CH:15][CH:14]=[C:13]([CH2:17][P:18]([C:23]([CH3:26])([CH3:25])[CH3:24])[C:19]([CH3:22])([CH3:21])[CH3:20])[CH:12]=1)[C:6]([CH3:9])([CH3:8])[CH3:7])([CH3:4])([CH3:3])[CH3:2].O.[Ru:28]([Cl:31])(Cl)Cl.[CH2:32]([OH:34])C>>[C:23]([P:18]([CH2:17][C:13]1([C:32]([Ru:28][Cl:31])=[O:34])[CH:14]=[CH:15][CH:16]=[C:11]([CH2:10][P:5]([C:6]([CH3:9])([CH3:8])[CH3:7])[C:1]([CH3:2])([CH3:3])[CH3:4])[CH2:12]1)[C:19]([CH3:22])([CH3:21])[CH3:20])([CH3:26])([CH3:25])[CH3:24] |f:1.2|. Procedure details: Refluxing 1,3-bis((ditertiarybutylphosphino)methyl)benzene with ruthenium(III)chloride hydrate in ethanol produced the known complex 1,3-bis((ditertiarybutylphosphino)methyl)benzene(carbonyl)chlororuthenium(II). The carbonyl ligand is formed by decarbonylation of the ethanol solvent. The reactants are C([O-])([O-])=O.[K+].[K+] (potassium carbonate), C(C)(CC)Br (sec-butyl bromide), OC1=CC=C2C(C(=COC2=C1)C1=CC=CC=C1)=O (7-hydroxy-isoflavone). Solvent: CN(C=O)C (dimethyl formamide). Product: C(C)(CC)OC1=CC=C2C(C(=COC2=C1)C1=CC=CC=C1)=O (7-sec-butyloxy-isoflavone). Yield: 80.9%. As a reaction SMILES: [OH:1][C:2]1[CH:11]=[C:10]2[C:5]([C:6](=[O:18])[C:7]([C:12]3[CH:17]=[CH:16][CH:15]=[CH:14][CH:13]=3)=[CH:8][O:9]2)=[CH:4][CH:3]=1.C(=O)([O-])[O-].[K+].[K+].[CH:25](Br)([CH2:27][CH3:28])[CH3:26]>CN(C)C=O>[CH:25]([O:1][C:2]1[CH:11]=[C:10]2[C:5]([C:6](=[O:18])[C:7]([C:12]3[CH:17]=[CH:16][CH:15]=[CH:14][CH:13]=3)=[CH:8][O:9]2)=[CH:4][CH:3]=1)([CH2:27][CH3:28])[CH3:26] |f:1.2.3|. Reported procedure: 12 g of 7-hydroxy-isoflavone are boiled for 2 hours under reflux condenser with 10 g of potassium carbonate and 9 g of sec-butyl bromide in 40 ml of dimethyl formamide. On pouring the reaction mixture on water, the separated product is recrystallized from acetone, yielding 12 g of 7-sec-butyloxy-isoflavone, m.p. 87°-89° C. In a similar way, also 7-sec-butyloxy-2-methyl-isoflavone, m.p. 107°-109° C., and all the other isoflavone derivatives described in Example 7 can be prepared.